This data is from the Open Reaction Database (ORD), a public repository of structured organic reaction records. The task is: describe an organic reaction: reactants, conditions, products, and yield Reactants: COCC(=O)Cl, Nc1ccc2c(c1)CCC2, CN(C)C=O, c1ccncc1. Yields the product COCC(=O)Nc1ccc2c(c1)CCC2. As a reaction SMILES: [CH3:11][O:12][CH2:13][C:14](=[O:15])[Cl:16].[NH2:1][c:2]1[cH:3][c:4]2[c:8]([cH:9][cH:10]1)[CH2:7][CH2:6][CH2:5]2.[O:23]=[CH:24][N:25]([CH3:26])[CH3:27].[cH:17]1[cH:18][cH:19][n:20][cH:21][cH:22]1>>[NH:1]([c:2]1[cH:3][c:4]2[c:8]([cH:9][cH:10]1)[CH2:7][CH2:6][CH2:5]2)[C:14]([CH2:13][O:12][CH3:11])=[O:15]. The reactants are OC1=C(C(=O)OCC)C=CC(=C1)CC(=O)NC(CCC)C1=C(C=CC=C1)N1CCCCC1 (ethyl 2-hydroxy-4-[N-{1-(2-piperidinophenyl)-1-butyl}-aminocarbonylmethyl]-benzoate), C(C=C)Br (allyl bromide). The product is C(C=C)OC1=C(C(=O)OCC)C=CC(=C1)CC(=O)NC(CCC)C1=C(C=CC=C1)N1CCCCC1 (Ethyl 2-allyloxy-4-[N-{1-(2-piperidino-phenyl)-1-butyl}aminocarbonylmethyl]-benzoate). RXN SMILES: [OH:1][C:2]1[CH:12]=[C:11]([CH2:13][C:14]([NH:16][CH:17]([C:21]2[CH:26]=[CH:25][CH:24]=[CH:23][C:22]=2[N:27]2[CH2:32][CH2:31][CH2:30][CH2:29][CH2:28]2)[CH2:18][CH2:19][CH3:20])=[O:15])[CH:10]=[CH:9][C:3]=1[C:4]([O:6][CH2:7][CH3:8])=[O:5].[CH2:33](Br)[CH:34]=[CH2:35]>>[CH2:35]([O:1][C:2]1[CH:12]=[C:11]([CH2:13][C:14]([NH:16][CH:17]([C:21]2[CH:26]=[CH:25][CH:24]=[CH:23][C:22]=2[N:27]2[CH2:32][CH2:31][CH2:30][CH2:29][CH2:28]2)[CH2:18][CH2:19][CH3:20])=[O:15])[CH:10]=[CH:9][C:3]=1[C:4]([O:6][CH2:7][CH3:8])=[O:5])[CH:34]=[CH2:33]. Procedure: Prepared from ethyl 2-hydroxy-4-[N-{1-(2-piperidinophenyl)-1-butyl}-aminocarbonylmethyl]-benzoate, using allyl bromide. Starting materials: FC(C(C(=O)OC)(F)F)(C(=O)OC)F (dimethyl tetrafluorosuccinate), ClCCO (2-chloroethanol), CS(=O)C (DMSO), [H-].[Na+] (NaH). Solvent: CCOCC (Ether), O (water). Product: COC1(OCCO1)C(C(C(=O)OC)(F)F)(F)F (2-methoxy-2-(2-methoxycarbonyltetrafluoroethyl)1,3-dioxolane). Yield: 44.1%. RXN SMILES: [F:1][C:2]([F:14])([C:10]([O:12][CH3:13])=[O:11])[C:3]([F:9])([F:8])[C:4]([O:6][CH3:7])=[O:5].Cl[CH2:16][CH2:17][OH:18].CS(C)=O.[H-].[Na+]>CCOCC.O>[CH3:7][O:6][C:4]1([C:3]([F:9])([F:8])[C:2]([F:14])([F:1])[C:10]([O:12][CH3:13])=[O:11])[O:18][CH2:17][CH2:16][O:5]1 |f:3.4|. Reported procedure: A mixture of 43.6 g (0.20 mol) of dimethyl tetrafluorosuccinate, 16.1 g (0.20 mol) of 2-chloroethanol, and 100 mL of DMSO was stirred and maintained at 25°-35° while 9.6 g (0.20 mol) of 50% NaH in mineral oil were added portionwise. The resulting mixture was stirred overnight, and then poured into 500 mL of cold water. Ether (300 mL) was added, and the resulting mixture was shaken. After mixture separated into layers, the ether layer was separated, washed with 100 mL of water, dried over CaSO4, ... Reactants: ClCCCOC1=CC2=CC=C(C=C2C=C1)OCCCCl (2,6-bis(3-chloropropyloxy)naphthalene), COC1=CC=C(C=C1)N (p-anisidine). The solvent is CS(=O)C (DMSO). Conditions: temperature 140 celsius. Yields the product COC1=CC=C(C=C1)NCCCOC1=CC2=CC=C(C=C2C=C1)OCCCNC1=CC=C(C=C1)OC (2,6-Bis[3-(4-methoxyphenylamino)propyloxy]naphthalene). RXN SMILES: Cl[CH2:2][CH2:3][CH2:4][O:5][C:6]1[CH:15]=[CH:14][C:13]2[C:8](=[CH:9][CH:10]=[C:11]([O:16][CH2:17][CH2:18][CH2:19]Cl)[CH:12]=2)[CH:7]=1.[CH3:21][O:22][C:23]1[CH:28]=[CH:27][C:26]([NH2:29])=[CH:25][CH:24]=1>CS(C)=O>[CH3:21][O:22][C:23]1[CH:28]=[CH:27][C:26]([NH:29][CH2:2][CH2:3][CH2:4][O:5][C:6]2[CH:15]=[CH:14][C:13]3[C:8](=[CH:9][CH:10]=[C:11]([O:16][CH2:17][CH2:18][CH2:19][NH:29][C:26]4[CH:27]=[CH:28][C:23]([O:22][CH3:21])=[CH:24][CH:25]=4)[CH:12]=3)[CH:7]=2)=[CH:25][CH:24]=1. Reported procedure: A mixture of 2,6-bis(3-chloropropyloxy)naphthalene(1 gm, 0.003 mole) and p-anisidine(1.17 gm, 0.005 mole) was taken in 60 ml dry DMSO. It was refluxed at 140° C. for 12 hrs. The completion of the reaction was checked by TLC. The reaction mixture was poured into distilled water (80 ml) and extracted with ethyl acetate thrice. The organic layer was separated and concentrated to get oily compound which was further crystallized by benzene hexane to get the desired compound, m.p. 129° C., (yield 1.4 ... The solvent is C1(=CC=CC=C1)C (toluene). Starting materials: O (water), C(C)(=O)O[BH-](OC(C)=O)OC(C)=O.[Na+] (sodium triacetoxyborohydride), CC(C)(C1=NC(=CC=C1)C(F)(F)F)NC=1C(N([C@H](C1)C1=CC=CC=C1)C1=CC=C(C=C1)OC(F)(F)F)=O ((R)-3-[1-methyl-1-(6-trifluoromethyl-pyridin-2-yl)-ethylamino]-1-(4-trifluoromethoxy-phenyl)-5-phenyl-1,5-dihydro-pyrrol-2-one), FC(C(=O)O)(F)F (trifluoroacetic acid). The yield is 99.0%. The product is CC(C)(C1=NC(=CC=C1)C(F)(F)F)N[C@H]1C(N([C@H](C1)C1=CC=CC=C1)C1=CC=C(C=C1)OC(F)(F)F)=O ((3R,5R)-3-[1-Methyl-1-(6-trifluoromethyl-pyridin-2-yl)-ethylamino]-5-phenyl-1-(4-trifluoromethoxy-phenyl)-pyrrolidin-2-one). Reaction SMILES: C(O[BH-](OC(=O)C)OC(=O)C)(=O)C.[Na+].[CH3:15][C:16]([NH:28][C:29]1[C:30](=[O:51])[N:31]([C:40]2[CH:45]=[CH:44][C:43]([O:46][C:47]([F:50])([F:49])[F:48])=[CH:42][CH:41]=2)[C@@H:32]([C:34]2[CH:39]=[CH:38][CH:37]=[CH:36][CH:35]=2)[CH:33]=1)([C:18]1[CH:23]=[CH:22][CH:21]=[C:20]([C:24]([F:27])([F:26])[F:25])[N:19]=1)[CH3:17].FC(F)(F)C(O)=O.O>C1(C)C=CC=CC=1>[CH3:17][C:16]([NH:28][C@@H:29]1[CH2:33][C@H:32]([C:34]2[CH:39]=[CH:38][CH:37]=[CH:36][CH:35]=2)[N:31]([C:40]2[CH:41]=[CH:42][C:43]([O:46][C:47]([F:48])([F:50])[F:49])=[CH:44][CH:45]=2)[C:30]1=[O:51])([C:18]1[CH:23]=[CH:22][CH:21]=[C:20]([C:24]([F:27])([F:26])[F:25])[N:19]=1)[CH3:15] |f:0.1|. Reported procedure: Add sodium triacetoxyborohydride (98 g, 465 mmol) in two portions to a solution of (R)-3-[1-methyl-1-(6-trifluoromethyl-pyridin-2-yl)-ethylamino]-1-(4-trifluoromethoxy-phenyl)-5-phenyl-1,5-dihydro-pyrrol-2-one (173 g, 332 mmol) and trifluoroacetic acid (50 mL, 664 mmol) in toluene (1.7 L). Stir for 3 hours and cannulate the mixture into water (2.5 L) over a period of 20 minutes. Extract the water with MTBE (2 L) and wash with water and sodium bicarbonate and concentrate to obtain the title compo... Conditions: time 3 hour. Reactants: N([C@@H](CC1=CC=C(C=C1)O)C(=O)N[C@H](CC(C)C)C(=O)NCC(=O)N[C@@H](CC1=CC=CC=C1)C(=O)NN)C(=O)OCC1=CC=CC=C1 (Z-Tyr-(D)-Leu-Gly-Phe-NH-NH2), C(C)(=O)O (acetic acid). Reagents/catalysts: [Pd] (palladium black). Solvent: CO (MeOH). Product: N[C@@H](CC1=CC=C(C=C1)O)C(=O)N[C@H](CC(C)C)C(=O)NCC(=O)N[C@@H](CC1=CC=CC=C1)C(=O)NN (H-Tyr-(D)-Leu-Gly-Phe-NH-NH2). Reaction SMILES: [NH:1](C(OCC1C=CC=CC=1)=O)[C@H:2]([C:11]([NH:13][C@@H:14]([C:19]([NH:21][CH2:22][C:23]([NH:25][C@H:26]([C:34]([NH:36][NH2:37])=[O:35])[CH2:27][C:28]1[CH:33]=[CH:32][CH:31]=[CH:30][CH:29]=1)=[O:24])=[O:20])[CH2:15][CH:16]([CH3:18])[CH3:17])=[O:12])[CH2:3][C:4]1[CH:9]=[CH:8][C:7]([OH:10])=[CH:6][CH:5]=1.C(O)(=O)C>CO.[Pd]>[NH2:1][C@H:2]([C:11]([NH:13][C@@H:14]([C:19]([NH:21][CH2:22][C:23]([NH:25][C@H:26]([C:34]([NH:36][NH2:37])=[O:35])[CH2:27][C:28]1[CH:33]=[CH:32][CH:31]=[CH:30][CH:29]=1)=[O:24])=[O:20])[CH2:15][CH:16]([CH3:17])[CH3:18])=[O:12])[CH2:3][C:4]1[CH:9]=[CH:8][C:7]([OH:10])=[CH:6][CH:5]=1. Procedure details: In 50 ml of MeOH is dissolved 350 mg of Z-Tyr-(D)-Leu-Gly-Phe-NH-NH2, and following addition of 0.1 ml of acetic acid, catalytic reduction is carried out with palladium black as the catalyst. The catalyst is filteredoff, the filtrate is concentrated and the residue is dissolved in a small amount of 1N-aqueous acetic acid and put on a column of Sephadex LH-20(2.5×120 cm). Elution is carried out with 1 N-aqueous acetic acid and fractions from 320 through 340 ml are collected and lyophilized. 210 m... Reactants: C1CCOC1, [Li+], COC(=O)c1ccc(OC(=O)C2CCOc3ccccc32)cc1OC, [OH-], O, O. Product: COc1cc(OC(=O)C2CCOc3ccccc32)ccc1C(=O)O. As a reaction SMILES: [CH2:30]1[O:31][CH2:32][CH2:33][CH2:34]1.[Li+:28].[O:1]1[CH2:2][CH2:3][CH:4]([C:11](=[O:12])[O:13][c:14]2[cH:15][c:16]([O:24][CH3:25])[c:17]([C:18](=[O:19])[O:20][CH3:21])[cH:22][cH:23]2)[c:5]2[cH:6][cH:7][cH:8][cH:9][c:10]21.[OH-:27].[OH2:26].[OH2:29]>>[O:1]1[CH2:2][CH2:3][CH:4]([C:11](=[O:12])[O:13][c:14]2[cH:15][c:16]([O:24][CH3:25])[c:17]([C:18](=[O:19])[OH:20])[cH:22][cH:23]2)[c:5]2[cH:6][cH:7][cH:8][cH:9][c:10]21. Reactants: CC(=O)O, O, O=S(=O)(O)O, N#CCc1oc2cccc-2cc1-c1ccccc1. The product is O=C(O)Cc1oc2cccc-2cc1-c1ccccc1. RXN SMILES: [CH3:19][C:20]([OH:21])=[O:22].[OH2:28].[S:23](=[O:24])(=[O:25])([OH:26])[OH:27].[c:1]1(-[c:7]2[c:8]([CH2:16][C:17]#[N:18])[o:9][c:10]3[cH:14][cH:13][cH:12][c:11]-3[cH:15]2)[cH:2][cH:3][cH:4][cH:5][cH:6]1>>[c:1]1(-[c:7]2[c:8]([CH2:19][C:20]([OH:21])=[O:22])[o:9][c:10]3[cH:14][cH:13][cH:12][c:11]-3[cH:15]2)[cH:2][cH:3][cH:4][cH:5][cH:6]1. Reactants: [Cl-].[Cl-].[Ca+2] (CaCl2), ClCOCC[Si](C)(C)C ([2-(Chloromethoxy)ethyl](trimethyl)silane), C(C1=CC=CC=C1)OC1=CC=C(C=C1)N1C(NC=2C1=NC=CC2)=O (3-[4-(benzyloxy)phenyl]-1,3-dihydro-2H-imidazo[4,5-b]pyridin-2-one), [H-].[Na+] (sodium hydride). Run in CN(C)C=O (DMF), CO (MeOH). Yields the product C(C1=CC=CC=C1)OC1=CC=C(C=C1)N1C(N(C=2C1=NC=CC2)COCC[Si](C)(C)C)=O (3-[4-(benzyloxy)phenyl]-1-{[2-(trimethylsilyl)ethoxy]methyl}-1,3-dihydro-2H-imidazo[4,5-b]pyridin-2-one). As a reaction SMILES: Cl[CH2:2][O:3][CH2:4][CH2:5][Si:6]([CH3:9])([CH3:8])[CH3:7].[CH2:10]([O:17][C:18]1[CH:23]=[CH:22][C:21]([N:24]2[C:28]3=[N:29][CH:30]=[CH:31][CH:32]=[C:27]3[NH:26][C:25]2=[O:33])=[CH:20][CH:19]=1)[C:11]1[CH:16]=[CH:15][CH:14]=[CH:13][CH:12]=1.[H-].[Na+].[Cl-].[Cl-].[Ca+2]>CN(C=O)C.CO>[CH2:10]([O:17][C:18]1[CH:19]=[CH:20][C:21]([N:24]2[C:28]3=[N:29][CH:30]=[CH:31][CH:32]=[C:27]3[N:26]([CH2:2][O:3][CH2:4][CH2:5][Si:6]([CH3:9])([CH3:8])[CH3:7])[C:25]2=[O:33])=[CH:22][CH:23]=1)[C:11]1[CH:16]=[CH:15][CH:14]=[CH:13][CH:12]=1 |f:2.3,4.5.6|. Procedure: [2-(Chloromethoxy)ethyl](trimethyl)silane (1.673 mL) was added to a solution of 3-[4-(benzyloxy)phenyl]-1,3-dihydro-2H-imidazo[4,5-b]pyridin-2-one (2.0 g) and sodium hydride (0.504 g) (60% in mineral oil) in DMF (5.0 mL) at 00° C. The mixture was stirred at room temperature under a dry atmosphere (CaCl2 tube) for 1 h. After the reaction, the reaction mixture was diluted with MeOH and concentrated in vacuo. The residue was purified by column chromatography (silica gel, eluted with 0%-100% EtOAc i... Starting materials: CCCCOCCOc1ccc(-c2ccc3c(c2)C=C(C(=O)Nc2ccc(SCc4nccn4CCC)nc2)CCN3CC(C)C)cc1, ClCCl, O=C(OO)c1cccc(Cl)c1, [Na+], [Na+], O=S([O-])([O-])=S. As a reaction SMILES: [CH2:1]([CH2:2][CH2:3][CH3:4])[O:5][CH2:6][CH2:7][O:8][c:9]1[cH:10][cH:11][c:12](-[c:15]2[cH:16][cH:17][c:18]3[c:19]([cH:48]2)[CH:20]=[C:21]([C:29](=[O:30])[NH:31][c:32]2[cH:33][n:34][c:35]([S:38][CH2:39][c:40]4[n:41]([CH2:45][CH2:46][CH3:47])[cH:42][cH:43][n:44]4)[cH:36][cH:37]2)[CH2:22][CH2:23][N:24]3[CH2:25][CH:26]([CH3:27])[CH3:28])[cH:13][cH:14]1.[CH2:67]([Cl:68])[Cl:69].[Cl:49][c:50]1[cH:51][cH:52][cH:53][c:54]([C:55]([O:56][OH:58])=[O:57])[cH:59]1.[Na+:65].[Na+:66].[S:60]([O-:61])([O-:62])(=[O:63])=[S:64]>>[CH2:1]([CH2:2][CH2:3][CH3:4])[O:5][CH2:6][CH2:7][O:8][c:9]1[cH:10][cH:11][c:12](-[c:15]2[cH:16][cH:17][c:18]3[c:19]([cH:48]2)[CH:20]=[C:21]([C:29](=[O:30])[NH:31][c:32]2[cH:33][n:34][c:35]([S:38]([CH2:39][c:40]4[n:41]([CH2:45][CH2:46][CH3:47])[cH:42][cH:43][n:44]4)=[O:57])[cH:36][cH:37]2)[CH2:22][CH2:23][N:24]3[CH2:25][CH:26]([CH3:27])[CH3:28])[cH:13][cH:14]1. Yields the product CCCCOCCOc1ccc(-c2ccc3c(c2)C=C(C(=O)Nc2ccc(S(=O)Cc4nccn4CCC)nc2)CCN3CC(C)C)cc1.